From a dataset of the Open Reaction Database (ORD), a public repository of structured organic reaction records. describe an organic reaction: reactants, conditions, products, and yield The reactants are CB(O)O, CCOC(C)=O, [Cs+], [F-], Cn1nnc(N(Cc2cc(C(F)(F)F)cc(C(F)(F)F)c2)C2CCCNc3c2cc2c(c3Br)COC2)n1, C1COCCO1, O. Yields the product Cc1c2c(cc3c1NCCCC3N(Cc1cc(C(F)(F)F)cc(C(F)(F)F)c1)c1nnn(C)n1)COC2. Reaction SMILES: [CH3:40][B:41]([OH:42])[OH:43].[CH3:50][CH2:51][O:52][C:53](=[O:54])[CH3:55].[Cs+:39].[F-:38].[F:1][C:2]([c:3]1[cH:4][c:5]([CH2:6][N:7]([c:8]2[n:9][n:10][n:11]([CH3:13])[n:12]2)[CH:14]2[CH2:15][CH2:16][CH2:17][NH:18][c:19]3[c:20]2[cH:21][c:22]2[c:26]([c:27]3[Br:28])[CH2:25][O:24][CH2:23]2)[cH:29][c:30]([C:32]([F:33])([F:34])[F:35])[cH:31]1)([F:36])[F:37].[O:44]1[CH2:45][CH2:46][O:47][CH2:48][CH2:49]1.[OH2:56]>>[F:1][C:2]([c:3]1[cH:4][c:5]([CH2:6][N:7]([c:8]2[n:9][n:10][n:11]([CH3:13])[n:12]2)[CH:14]2[CH2:15][CH2:16][CH2:17][NH:18][c:19]3[c:20]2[cH:21][c:22]2[c:26]([c:27]3[CH3:40])[CH2:25][O:24][CH2:23]2)[cH:29][c:30]([C:32]([F:33])([F:34])[F:35])[cH:31]1)([F:36])[F:37].